This data is from the Open Reaction Database (ORD), a public repository of structured organic reaction records. The task is: describe an organic reaction: reactants, conditions, products, and yield Reactants: [BH4-], CO, CCO, CC(=O)O, COC1=CCC2C(C1)OCCN2C, [Na+]. Yields the product CN1CCOC2CC(=O)CCC21. RXN SMILES: [BH4-:1].[CH3:20][OH:21].[CH3:22][CH2:23][OH:24].[CH3:3][C:4](=[O:5])[OH:6].[CH3:7][N:8]1[CH2:9][CH2:10][O:11][CH:12]2[CH:13]1[CH2:14][CH:15]=[C:16]([O:18][CH3:19])[CH2:17]2.[Na+:2]>>[CH3:7][N:8]1[CH2:9][CH2:10][O:11][CH:12]2[CH:13]1[CH2:14][CH2:15][C:16](=[O:18])[CH2:17]2. Starting materials: NC1=CC=C2C(=N1)C(=CN2)C2CCN(CC2)C(=O)OC(C)(C)C (5-amino-3-(1-tert-butoxycarbonylpiperidin-4-yl)pyrrolo[3,2-b]pyridine), O1C=C(C=C1)C(=O)Cl (3-furoyl chloride). Yields the product O1C=C(C=C1)C(=O)NC1=CC=C2C(=N1)C(=CN2)C2CCNCC2 (5-(N-[3-furoyl]amino)-3-(piperidin-4-yl)pyrrolo[3,2-b]pyridine). RXN SMILES: [NH2:1][C:2]1[N:7]=[C:6]2[C:8]([CH:11]3[CH2:16][CH2:15][N:14](C(OC(C)(C)C)=O)[CH2:13][CH2:12]3)=[CH:9][NH:10][C:5]2=[CH:4][CH:3]=1.[O:24]1[CH:28]=[CH:27][C:26]([C:29](Cl)=[O:30])=[CH:25]1>>[O:24]1[CH:28]=[CH:27][C:26]([C:29]([NH:1][C:2]2[N:7]=[C:6]3[C:8]([CH:11]4[CH2:12][CH2:13][NH:14][CH2:15][CH2:16]4)=[CH:9][NH:10][C:5]3=[CH:4][CH:3]=2)=[O:30])=[CH:25]1. Procedure: Beginning with 0.015 gm (0.047 mMol) 5-amino-3-(1-tert-butoxycarbonylpiperidin-4-yl)pyrrolo[3,2-b]pyridine and 0.008 mL (0.062 mMol) 3-furoyl chloride, the title compound was prepared.